This data is from the Open Reaction Database (ORD), a public repository of structured organic reaction records. The task is: describe an organic reaction: reactants, conditions, products, and yield Reaction SMILES: [CH2:1]([CH3:2])[S:3](=[O:4])(=[O:5])[Cl:6].[NH2:7][CH2:8][CH2:9][CH2:10][CH2:11][CH2:12][CH2:13][CH2:14][C:15](=[O:16])[OH:17].[Na+:25].[O:18]1[CH2:19][CH2:20][O:21][CH2:22][CH2:23]1.[OH-:24]>>[CH2:1]([CH3:2])[S:3](=[O:4])(=[O:5])[NH:7][CH2:8][CH2:9][CH2:10][CH2:11][CH2:12][CH2:13][CH2:14][C:15](=[O:16])[OH:17]. Yields the product CCS(=O)(=O)NCCCCCCCC(=O)O. The reactants are CCS(=O)(=O)Cl, NCCCCCCCC(=O)O, [Na+], C1COCCO1, [OH-]. RXN SMILES: [CH3:1][CH:2]([CH2:4][CH2:5][CH2:6][CH:7]([CH2:9][CH2:10][CH2:11][CH:12]([CH2:14][CH2:15][CH2:16][C:17]([OH:21])([CH:19]=[CH2:20])[CH3:18])[CH3:13])[CH3:8])[CH3:3].C([O:26]O)(C)(C)C.S([O-])([O-])=O.[Na+].[Na+].[OH-].[Na+]>[O-2].[O-2].[O-2].[O-2].[O-2].[V+5].[V+5]>[O:26]1[CH:19]([C:17]([CH3:18])([OH:21])[CH2:16][CH2:15][CH2:14][CH:12]([CH3:13])[CH2:11][CH2:10][CH2:9][CH:7]([CH3:8])[CH2:6][CH2:5][CH2:4][CH:2]([CH3:1])[CH3:3])[CH2:20]1 |f:2.3.4,5.6,7.8.9.10.11.12.13|. Reactants: [OH-].[Na+] (sodium hydroxide), CC(C)CCCC(C)CCCC(C)CCCC(C)(C=C)O (isophytol), C(C)(C)(C)OO (t-butyl hydroperoxide), S(=O)([O-])[O-].[Na+].[Na+] (sodium sulfite). Yields the product O1CC1C(CCCC(CCCC(CCCC(C)C)C)C)(O)C (1,2-epoxy-3,7,11,15-tetramethyl-hexadecan-3-ol). The reagents and catalysts are [O-2].[O-2].[O-2].[O-2].[O-2].[V+5].[V+5] (vanadium pentoxide). Procedure: A three-necked flask of 2 liter capacity, fitted with a stirrer, reflux-condenser and thermometer, was charged with 463.6 g (1.57 moles) of isophytol, 221.8 g (1.72 moles) of a 70% (by weight) aqueous solution of t-butyl hydroperoxide and 710 mg of vanadium pentoxide and the reaction was conducted at 90° C. for 6 hours. Then, 350.4 g of a 14% (by weight) aqueous solution of sodium sulfite was added and the mixture was stirred at room temperature for 30 minutes. The reaction mixture was transferr... Isolated yield 96.0%. Run at time 6 hour. Isolated yield 82.0%. As a reaction SMILES: [CH3:1][O:2][C:3](=[O:12])[C:4]([CH2:10][CH3:11])=[CH:5][O:6][CH2:7][CH2:8][Cl:9].[H][H]>C(O)C.[Ni]>[CH3:1][O:2][C:3](=[O:12])[CH:4]([CH2:10][CH3:11])[CH2:5][O:6][CH2:7][CH2:8][Cl:9]. Procedure details: 37 g of 3-(2-Chloroethoxy)-2-ethylacrylic acid methyl ester (0.192 mole) was dispersed in 350 ml ethanol together with 6 g Raney nickel catalyst. The mixture was hydrogenated in a pressure vessel at 55°-60° C. at a hydrogen gage pressure of 30-60 atmospheres. When no further hydrogen was absorbed, the contents of the vessel were filtered to remove the catalyst, the solvent was distilled off, and the residue was fractionated in a vacuum. 3-(2-Chloroethoxy)-2-ethylpropionic acid methyl ester was o... The reagents and catalysts are [Ni] (Raney nickel). The reactants are COC(C(=COCCCl)CC)=O (3-(2-Chloroethoxy)-2-ethylacrylic acid methyl ester), [H][H] (hydrogen). The product is COC(C(COCCCl)CC)=O (3-(2-Chloroethoxy)-2-ethylpropionic acid methyl ester). Run in C(C)O (ethanol). The reactants are [H-] (hydride), CON(C(CC(P(=O)(OCC)OCC)P(=O)(OCC)OCC)=O)C (N-methoxy-N-methyl-3,3-bis(diethoxyphosphinyl)propionamide), [H-].[Na+] (sodium hydride), C1CCOC1 (THF), C1CCOC1 (THF). Run at temperature -78 celsius. Product: O=C(CC(P(OCC)(=O)OCC)P(OCC)(=O)OCC)CC (tetraethyl 3-oxopentane-1,1-bisphosphonate). Isolated yield 54.0%. Reaction SMILES: CON(C)[C:4](=[O:23])[CH2:5][CH:6]([P:15]([O:20][CH2:21][CH3:22])([O:17][CH2:18][CH3:19])=[O:16])[P:7]([O:12][CH2:13][CH3:14])([O:9][CH2:10][CH3:11])=[O:8].[H-].[Na+].[H-].[CH2:28]1COC[CH2:29]1>>[O:23]=[C:4]([CH2:28][CH3:29])[CH2:5][CH:6]([P:15]([O:20][CH2:21][CH3:22])(=[O:16])[O:17][CH2:18][CH3:19])[P:7]([O:9][CH2:10][CH3:11])(=[O:8])[O:12][CH2:13][CH3:14] |f:1.2|. Procedure: A solution of N-methoxy-N-methyl-3,3-bis(diethoxyphosphinyl)propionamide (1.00 g, 2.6 mmol) in THF (5 ml) was slowly added to a slurry of 80% sodium hydride (80 mg, 2.7 mmol) in THF (10 ml) at 0° C. Stirring was continued until all of the hydride was consumed (~20 minutes). The solution was cooled to -78° C. and ethylmagnesium bromide (1.0 ml of a 3.0M solution in diethyl ether, 3.0 mmol) was added. After the addition, the reaction mixture was warmed to 0° C. and stirred for one hour. The reacti... Starting materials: C([O-])([O-])=O.[Na+].[Na+] (sodium carbonate), S(O)(O)(=O)=O (sulphuric acid), [N+](=O)(O)[O-] (nitric acid), CC1=[N+](C=C(C=C1)C)[O-] (2,5-dimethyl-1-oxido-pyridin-1-ium). Conditions: temperature 0 celsius, time 30 minute. The product is CC1=[N+](C=C(C(=C1)[N+](=O)[O-])C)[O-] (2,5-dimethyl-4-nitro-1-oxido-pyridin-1-ium). The yield is 85.4%. RXN SMILES: S(=O)(=O)(O)O.[N+:6]([O-:9])(O)=[O:7].[CH3:10][C:11]1[CH:16]=[CH:15][C:14]([CH3:17])=[CH:13][N+:12]=1[O-:18].C(=O)([O-])[O-].[Na+].[Na+]>>[CH3:10][C:11]1[CH:16]=[C:15]([N+:6]([O-:9])=[O:7])[C:14]([CH3:17])=[CH:13][N+:12]=1[O-:18] |f:3.4.5|. Procedure details: To a nitrating mixture of sulphuric acid (24 mL) and nitric acid (12 mL) cooled to 0° C. was added 2,5-dimethyl-1-oxido-pyridin-1-ium (CAS: 4986-05-4) (8.4 g, 68.21 mmol). The solution was allowed to warm to room temperature and stirred over 30 mins then heated to 110° C. and stirred over 5 hrs. The reaction mixture was cooled and poured onto ice. The aqueous solution was made basic with solid sodium carbonate, giving a precipitate. The aqueous was extracted into DCM (3x), and the combined extra... Reactants: CC=1C=C(C=C(C1C=1C(C(CC1OC)C(C1COCC1)O)=O)C)C1=CC=CC=C1 (2-(3,5-Dimethylbiphenyl-4-yl)-5-[hydroxyl-(tetrahydrofuran-3-yl)-methyl]-3-methoxy-cyclopent-2-enone), Cl (hydrochloric acid). Solvent: CC(=O)C (acetone). Conditions: temperature 130 celsius. The product is CC=1C=C(C=C(C1C1C(CC(C1=O)=CC1COCC1)=O)C)C1=CC=CC=C1 (2-(3,5-dimethylbiphenyl-4-yl)-4-[1-(tetrahydrofuran-3-yl)methylidene]-cyclopentane-1,3-dione). Yield: 28.7%. RXN SMILES: [CH3:1][C:2]1[CH:3]=[C:4]([C:24]2[CH:29]=[CH:28][CH:27]=[CH:26][CH:25]=2)[CH:5]=[C:6]([CH3:23])[C:7]=1[C:8]1[C:9](=[O:22])[CH:10]([CH:15](O)[CH:16]2[CH2:20][CH2:19][O:18][CH2:17]2)[CH2:11][C:12]=1[O:13]C.Cl>CC(C)=O>[CH3:23][C:6]1[CH:5]=[C:4]([C:24]2[CH:25]=[CH:26][CH:27]=[CH:28][CH:29]=2)[CH:3]=[C:2]([CH3:1])[C:7]=1[CH:8]1[C:9](=[O:22])[C:10](=[CH:15][CH:16]2[CH2:20][CH2:19][O:18][CH2:17]2)[CH2:11][C:12]1=[O:13]. Reported procedure: A mixture of 2-(3,5-Dimethylbiphenyl-4-yl)-5-[hydroxyl-(tetrahydrofuran-3-yl)-methyl]-3-methoxy-cyclopent-2-enone (1.1 g, 2.8 mmol), acetone (21 ml) and 2N hydrochloric acid (10 ml) is heated under microwave conditions at 130° C. for 40 minutes. The organic solvent is evaporated under vacuo, diluted with water (100 ml) and extracted with ethyl acetate (3×100 ml). The combined organic extracts are combined, washed with water and brine, dried over anhydrous sodium sulphate, filtered and the filtra... The reactants are CCOC(C)=O, [H][H], CCOC(=O)CC(C=C(C)C)c1ccc(O)cc1. The product is CCOC(=O)CC(CC(C)C)c1ccc(O)cc1. Reaction SMILES: [CH3:19][CH2:20][O:21][C:22]([CH3:23])=[O:24].[H:25][H:26].[OH:1][c:2]1[cH:3][cH:4][c:5]([CH:8]([CH2:9][C:10](=[O:11])[O:12][CH2:13][CH3:14])[CH:15]=[C:16]([CH3:17])[CH3:18])[cH:6][cH:7]1>>[OH:1][c:2]1[cH:3][cH:4][c:5]([CH:8]([CH2:9][C:10](=[O:11])[O:12][CH2:13][CH3:14])[CH2:15][CH:16]([CH3:17])[CH3:18])[cH:6][cH:7]1.